Dataset: the Open Reaction Database (ORD), a public repository of structured organic reaction records. Task: describe an organic reaction: reactants, conditions, products, and yield The reactants are B, CSC, CCOCC, Nc1ccc(OC(F)(F)F)cc1C(=O)O, [Na+], C1CCOC1, [OH-], O, OO. Product: Nc1ccc(OC(F)(F)F)cc1CO. Reaction SMILES: [BH3:19].[CH3:16][S:17][CH3:18].[CH3:29][CH2:30][O:31][CH2:32][CH3:33].[NH2:1][c:2]1[c:3]([C:4](=[O:5])[OH:6])[cH:7][c:8]([O:11][C:12]([F:13])([F:14])[F:15])[cH:9][cH:10]1.[Na+:23].[O:24]1[CH2:25][CH2:26][CH2:27][CH2:28]1.[OH-:22].[OH2:34].[OH:20][OH:21]>>[NH2:1][c:2]1[c:3]([CH2:4][OH:5])[cH:7][c:8]([O:11][C:12]([F:13])([F:14])[F:15])[cH:9][cH:10]1. The reactants are N[C@@](C)(CC)C(=O)N[C@@H](CC1=CC=CC=C1)C(=O)N[C@@H](CC1=CN(C=N1)C1=C([N+](=O)[O-])C=C([N+](=O)[O-])C=C1)C(=O)O.C1(CCCCC1)C[C@@H](C(CC1=NC=CC=C1)O)[NH-] (Iva-Phe-His(DNP) 1(S)-cyclohexylmethyl-2(R,S)-hydroxy-3-(2-pyridyl)propylamide), C1(=CC=CC=C1)S (thiophenol). The product is N[C@@](C)(CC)C(=O)N[C@@H](CC1=CC=CC=C1)C(=O)N[C@@H](CC1=CNC=N1)C(=O)O.C1(CCCCC1)C[C@@H](C(CC1=NC=CC=C1)O)[NH-] (Iva-Phe-His 1(S)-cyclohexylmethyl-2(R,S)-hydroxy-3-(2-pyridyl)propylamide). RXN SMILES: [NH2:1][C@:2]([C:6]([NH:8][C@H:9]([C:17]([NH:19][C@H:20]([C:39]([OH:41])=[O:40])[CH2:21][C:22]1[N:26]=[CH:25][N:24](C2C=CC([N+]([O-])=O)=CC=2[N+]([O-])=O)[CH:23]=1)=[O:18])[CH2:10][C:11]1[CH:16]=[CH:15][CH:14]=[CH:13][CH:12]=1)=[O:7])([CH2:4][CH3:5])[CH3:3].[CH:42]1([CH2:48][C@H:49]([NH-:59])[CH:50]([OH:58])[CH2:51][C:52]2[CH:57]=[CH:56][CH:55]=[CH:54][N:53]=2)[CH2:47][CH2:46][CH2:45][CH2:44][CH2:43]1.C1(S)C=CC=CC=1>>[NH2:1][C@:2]([C:6]([NH:8][C@H:9]([C:17]([NH:19][C@H:20]([C:39]([OH:41])=[O:40])[CH2:21][C:22]1[N:26]=[CH:25][NH:24][CH:23]=1)=[O:18])[CH2:10][C:11]1[CH:16]=[CH:15][CH:14]=[CH:13][CH:12]=1)=[O:7])([CH2:4][CH3:5])[CH3:3].[CH:42]1([CH2:48][C@H:49]([NH-:59])[CH:50]([OH:58])[CH2:51][C:52]2[CH:57]=[CH:56][CH:55]=[CH:54][N:53]=2)[CH2:47][CH2:46][CH2:45][CH2:44][CH2:43]1 |f:0.1,3.4|. Reported procedure: 380 mg of Iva-Phe-His(DNP)-1(S)-cyclohexylmethyl-2(R,S)-hydroxy-3-(2-pyridyl)propylamide are reacted with thiophenol to give the title compound in analogy to reference example 1(a).